From a dataset of the Open Reaction Database (ORD), a public repository of structured organic reaction records. describe an organic reaction: reactants, conditions, products, and yield The reactants are ClC1=CC(=NC=C1[N+](=O)[O-])O (4-Chloro-2-hydroxy-5-nitropyridine), O=P(Cl)(Cl)Cl (POCl3). Solvent: C1(=CC=CC=C1)C (toluene). Conditions: temperature 60 celsius, time 6 hour. The product is ClC1=NC=C(C(=C1)Cl)[N+](=O)[O-] (2,4-Dichloro-5-nitropyridine). Isolated yield 73.5%. Reaction SMILES: [Cl:1][C:2]1[C:7]([N+:8]([O-:10])=[O:9])=[CH:6][N:5]=[C:4](O)[CH:3]=1.O=P(Cl)(Cl)[Cl:14]>C1(C)C=CC=CC=1>[Cl:14][C:4]1[CH:3]=[C:2]([Cl:1])[C:7]([N+:8]([O-:10])=[O:9])=[CH:6][N:5]=1. Procedure details: The product from Step 2 (40.0 g, 229 mmol) was suspended in toluene (300 mL) and POCl3 (65 mL, 697 mmol) was added over 10 min, then the mixture was heated to relux for 6 h then cooled to 60° C. and allowed to stir overnight at that temperature. The heterogeneous mixture was cooled and concentrated, the residue was carefully made basic with aq. K2CO3 solution and extracted with EtOAc. The organic layers were combined, washed with H2O and brine, dried (Na2SO4), filtered and the filtrate was conce...